Dataset: the Open Reaction Database (ORD), a public repository of structured organic reaction records. Task: describe an organic reaction: reactants, conditions, products, and yield Product: FC(C=1C=C(CNC(=O)C2=CC(=NC=C2)C2=C(C=CC(=C2)N2CCCCC2)NC(=O)C=2C=C(CN(CCOCCOCCOCCC(=O)OC(C)(C)C)C)C=CC2)C=CC1)(F)F (tert-butyl 3-(2-(2-(2-((3-((2-(4-((3-(trifluoromethyl)benzyl)carbamoyl)-pyridin-2-yl)-4-(piperidin-1-yl)phenyl)carbamoyl)-benzyl)(methyl)amino)ethoxy)ethoxy)-ethoxy)propanoate). Run in CN(C=O)C (N,N-dimethylformamide). Procedure: Into a 8-mL round-bottom flask, was placed a solution of tert-butyl 3-(2-(2-(2-(methylamino)ethoxy)ethoxy)ethoxy)propanoate (89.3 mg, 0.31 mmol, 1.00 equiv) in N,N-dimethylformamide (6 mL), potassium carbonate (84.7 mg, 0.61 mmol, 1.99 equiv), potassium iodide (10.2 mg, 0.06 mmol, 0.20 equiv), and N-(3-(trifluoromethyl)benzyl)-2-(2-(3-(bromomethyl)benzamido)-5-(piperidin-1-yl)phenyl)isonicotinamide (200 mg, 0.31 mmol, 1.00 equiv). The resulting solution was stirred overnight at 70° C. The solids... Run at temperature 70 celsius, time 8 hour. As a reaction SMILES: [CH3:1][NH:2][CH2:3][CH2:4][O:5][CH2:6][CH2:7][O:8][CH2:9][CH2:10][O:11][CH2:12][CH2:13][C:14]([O:16][C:17]([CH3:20])([CH3:19])[CH3:18])=[O:15].C(=O)([O-])[O-].[K+].[K+].[I-].[K+].[F:29][C:30]([F:71])([F:70])[C:31]1[CH:32]=[C:33]([CH:67]=[CH:68][CH:69]=1)[CH2:34][NH:35][C:36](=[O:66])[C:37]1[CH:42]=[CH:41][N:40]=[C:39]([C:43]2[CH:48]=[C:47]([N:49]3[CH2:54][CH2:53][CH2:52][CH2:51][CH2:50]3)[CH:46]=[CH:45][C:44]=2[NH:55][C:56](=[O:65])[C:57]2[CH:62]=[CH:61][CH:60]=[C:59]([CH2:63]Br)[CH:58]=2)[CH:38]=1>CN(C)C=O>[F:29][C:30]([F:71])([F:70])[C:31]1[CH:32]=[C:33]([CH:67]=[CH:68][CH:69]=1)[CH2:34][NH:35][C:36]([C:37]1[CH:42]=[CH:41][N:40]=[C:39]([C:43]2[CH:48]=[C:47]([N:49]3[CH2:54][CH2:53][CH2:52][CH2:51][CH2:50]3)[CH:46]=[CH:45][C:44]=2[NH:55][C:56]([C:57]2[CH:58]=[C:59]([CH:60]=[CH:61][CH:62]=2)[CH2:63][N:2]([CH3:1])[CH2:3][CH2:4][O:5][CH2:6][CH2:7][O:8][CH2:9][CH2:10][O:11][CH2:12][CH2:13][C:14]([O:16][C:17]([CH3:19])([CH3:18])[CH3:20])=[O:15])=[O:65])[CH:38]=1)=[O:66] |f:1.2.3,4.5|. Starting materials: CNCCOCCOCCOCCC(=O)OC(C)(C)C (tert-butyl 3-(2-(2-(2-(methylamino)ethoxy)ethoxy)ethoxy)propanoate), FC(C=1C=C(CNC(C2=CC(=NC=C2)C2=C(C=CC(=C2)N2CCCCC2)NC(C2=CC(=CC=C2)CBr)=O)=O)C=CC1)(F)F (N-(3-(trifluoromethyl)benzyl)-2-(2-(3-(bromomethyl)benzamido)-5-(piperidin-1-yl)phenyl)isonicotinamide), C([O-])([O-])=O.[K+].[K+] (potassium carbonate), [I-].[K+] (potassium iodide). The reactants are C1CCOC1, COC(=O)CNC(=O)c1ncc(-c2cccc(Cl)c2)cc1O, Cl, [Na+], [OH-]. The product is O=C(O)CNC(=O)c1ncc(-c2cccc(Cl)c2)cc1O. As a reaction SMILES: [CH2:26]1[O:27][CH2:28][CH2:29][CH2:30]1.[CH3:1][O:2][C:3]([CH2:4][NH:5][C:6](=[O:7])[c:8]1[n:9][cH:10][c:11](-[c:15]2[cH:16][c:17]([Cl:21])[cH:18][cH:19][cH:20]2)[cH:12][c:13]1[OH:14])=[O:22].[ClH:25].[Na+:24].[OH-:23]>>[O:2]=[C:3]([CH2:4][NH:5][C:6](=[O:7])[c:8]1[n:9][cH:10][c:11](-[c:15]2[cH:16][c:17]([Cl:21])[cH:18][cH:19][cH:20]2)[cH:12][c:13]1[OH:14])[OH:22]. Starting materials: N1CCC(CC1)C(=O)N1CC2=CC=CC=C2CC1 (2-[(4-piperidyl)carbonyl]-1,2,3,4-tetrahydroisoquinoline), BrCC1=CC(=CC=C1)[N+](=O)[O-] (α-bromo-3-nitrotoluene), C([O-])([O-])=O.[K+].[K+] (potassium carbonate). The solvent is CC(=O)C (acetone). Run at time 15 hour. The product is [N+](=O)([O-])C=1C=C(C=CC1)CN1CCC(CC1)C(=O)N1CC2=CC=CC=C2CC1 (2-[{1-[(3-Nitrophenyl)methyl]-4-piperidyl}carbonyl]-1,2,3,4-tetrahydroisoquinoline). The yield is 119.8%. As a reaction SMILES: [NH:1]1[CH2:6][CH2:5][CH:4]([C:7]([N:9]2[CH2:18][CH2:17][C:16]3[C:11](=[CH:12][CH:13]=[CH:14][CH:15]=3)[CH2:10]2)=[O:8])[CH2:3][CH2:2]1.Br[CH2:20][C:21]1[CH:26]=[CH:25][CH:24]=[C:23]([N+:27]([O-:29])=[O:28])[CH:22]=1.C(=O)([O-])[O-].[K+].[K+]>CC(C)=O>[N+:27]([C:23]1[CH:22]=[C:21]([CH2:20][N:1]2[CH2:6][CH2:5][CH:4]([C:7]([N:9]3[CH2:18][CH2:17][C:16]4[C:11](=[CH:12][CH:13]=[CH:14][CH:15]=4)[CH2:10]3)=[O:8])[CH2:3][CH2:2]2)[CH:26]=[CH:25][CH:24]=1)([O-:29])=[O:28] |f:2.3.4|. Reported procedure: A mixture of 7 g (28.6 mmol) of 2-[(4-piperidyl)carbonyl]-1,2,3,4-tetrahydroisoquinoline, 6.8 g (31.5 mmol) of α-bromo-3-nitrotoluene and 6 g (43 mmol) of potassium carbonate in 140 ml of acetone is stirred for 15 h. The solvent is evaporated off, water and dichloromethane are added and the organic phase is separated off, neutralized, dried and evaporated. 13 g of a yellow oil are obtained, and this is purified by chromatography on a silica column, eluting with a 98:2 dichloromethane/methanol mi...